Dataset: the Open Reaction Database (ORD), a public repository of structured organic reaction records. Task: describe an organic reaction: reactants, conditions, products, and yield Starting materials: CNC(=O)C1=NC(=CN=C1N)Br (3-amino-6-bromo-pyrazine-2-carboxylic acid methylamide), Example 16 ( b ), C(OCC)(OCC)OCC (triethyl orthoformate). Solvent: C(C)(=O)OC(C)=O (acetic anhydride). Product: BrC=1N=C2C(N(C=NC2=NC1)C)=O (6-bromo-3-methyl-3H-pteridin-4-one). The yield is 89.0%. As a reaction SMILES: [CH:1](OCC)(OCC)OCC.[CH3:11][NH:12][C:13]([C:15]1[C:20]([NH2:21])=[N:19][CH:18]=[C:17]([Br:22])[N:16]=1)=[O:14]>C(OC(=O)C)(=O)C>[Br:22][C:17]1[N:16]=[C:15]2[C:20](=[N:19][CH:18]=1)[N:21]=[CH:11][N:12]([CH3:1])[C:13]2=[O:14]. Procedure details: To a mixture of triethyl orthoformate (70 mL) and acetic anhydride (70 mL) was added 3-amino-6-bromo-pyrazine-2-carboxylic acid methylamide (12.7 g, 55 mmol; see Example 16 (b) above) with stirring. The resulting solution was heated at reflux for 2 hours and allowed to cool to room temperature. The precipitate that formed was collected, washed with ethyl acetate, and dried to afford 6-bromo-3-methyl-3H-pteridin-4-one as a white solid (11.8 g, 89%). 1H NMR (300 MHz, DMSO-d6) δ3.54 (s, 3H), 8.70 (... Starting materials: CC1(OC(C2=C(O1)C=CC(=C2)NCC2=CC=C(C=C2)C#CC2=CC=C(C=C2)CCC)=O)C (2,2-dimethyl-6-({4-[(4-propylphenyl)ethynyl]benzyl}amino)-4H-1,3-benzodioxin-4-one), C(CCCCC)=O (hexanal). Product: C(CCCCC)N(C1=CC2=C(OC(OC2=O)(C)C)C=C1)CC1=CC=C(C=C1)C#CC1=CC=C(C=C1)CCC (6-(hexyl{4-[(4-propylphenyl)ethynyl]benzyl}amino)-2,2-dimethyl-4H-1,3-benzodioxin-4-one). Yield: 74.7%. Reaction SMILES: [CH3:1][C:2]1([CH3:32])[O:7][C:6]2[CH:8]=[CH:9][C:10]([NH:12][CH2:13][C:14]3[CH:19]=[CH:18][C:17]([C:20]#[C:21][C:22]4[CH:27]=[CH:26][C:25]([CH2:28][CH2:29][CH3:30])=[CH:24][CH:23]=4)=[CH:16][CH:15]=3)=[CH:11][C:5]=2[C:4](=[O:31])[O:3]1.[CH:33](=O)[CH2:34][CH2:35][CH2:36][CH2:37][CH3:38]>>[CH2:33]([N:12]([CH2:13][C:14]1[CH:19]=[CH:18][C:17]([C:20]#[C:21][C:22]2[CH:23]=[CH:24][C:25]([CH2:28][CH2:29][CH3:30])=[CH:26][CH:27]=2)=[CH:16][CH:15]=1)[C:10]1[CH:9]=[CH:8][C:6]2[O:7][C:2]([CH3:1])([CH3:32])[O:3][C:4](=[O:31])[C:5]=2[CH:11]=1)[CH2:34][CH2:35][CH2:36][CH2:37][CH3:38]. Reported procedure: The title compound was prepared following procedure described in Example 23, step b) from 2,2-dimethyl-6-({4-[(4-propylphenyl)ethynyl]benzyl}amino)-4H-1,3-benzodioxin-4-one (660 mg; 1.55 mmol) and hexanal (Aldrich, 279.41 μl, 2.33 mmol). Purification of the crude (880 mg) by flash chromatography using silica gel (EtOAc/c-Hex, 5:95 then 10:90) gave 590 mg (75%) of the title compound as a beige powder. HPLC, Rt.: 6.37 min (purity: 61.9%), 1H NMR (CDCl3) δ: 7.42 (m, 4H), 7.12-7.19 (m, 5H), 6.78 (m,... Reactants: OCCCBr, O=C([O-])[O-], CC#N, Cc1ccc(CC2CNCCN2C(=O)c2cc(Cl)cc(Cl)c2)cc1C, Cl, [I-], [K+], [K+], [K+]. Product: Cc1ccc(CC2CN(CCCO)CCN2C(=O)c2cc(Cl)cc(Cl)c2)cc1C. As a reaction SMILES: [Br:27][CH2:28][CH2:29][CH2:30][OH:31].[C:32](=[O:33])([O-:34])[O-:35].[CH3:40][C:41]#[N:42].[Cl:2][c:3]1[cH:4][c:5]([C:6](=[O:7])[N:8]2[CH:9]([CH2:14][c:15]3[cH:16][c:17]([CH3:22])[c:18]([CH3:21])[cH:19][cH:20]3)[CH2:10][NH:11][CH2:12][CH2:13]2)[cH:23][c:24]([Cl:26])[cH:25]1.[ClH:1].[I-:39].[K+:36].[K+:37].[K+:38]>>[Cl:2][c:3]1[cH:4][c:5]([C:6](=[O:7])[N:8]2[CH:9]([CH2:14][c:15]3[cH:16][c:17]([CH3:22])[c:18]([CH3:21])[cH:19][cH:20]3)[CH2:10][N:11]([CH2:28][CH2:29][CH2:30][OH:31])[CH2:12][CH2:13]2)[cH:23][c:24]([Cl:26])[cH:25]1. The reactants are Cl.C(C)(=O)OC=1C=C(NC2=NC=NC3=CC(=C(C=C23)OC)O)C=CC1C (4-(3-acetoxy-4-methylanilino)-7-hydroxy-6-methoxyquinazoline hydrochloride), [I-].[K+] (potassium iodide), ClCCCC1=CC(=NC=C1)Cl (4-(3-chloropropyl)pyridyl hydrochloride), C([O-])([O-])=O.[K+].[K+] (potassium carbonate). The solvent is CN(C)C=O (DMF). Run at temperature 60 celsius, time 1 hour. The product is Cl.OC=1C=C(NC2=NC=NC3=CC(=C(C=C23)OC)OCCCC2=CC=NC=C2)C=CC1C (4-(3-hydroxy-4-methylanilino)-6-methoxy-7-(4-pyridylpropoxy)quinazoline hydrochloride). The yield is 63.5%. RXN SMILES: Cl.C([O:5][C:6]1[CH:7]=[C:8]([CH:23]=[CH:24][C:25]=1[CH3:26])[NH:9][C:10]1[C:19]2[C:14](=[CH:15][C:16]([OH:22])=[C:17]([O:20][CH3:21])[CH:18]=2)[N:13]=[CH:12][N:11]=1)(=O)C.[Cl:27][CH2:28][CH2:29][CH2:30][C:31]1[CH:36]=[CH:35][N:34]=[C:33](Cl)[CH:32]=1.C(=O)([O-])[O-].[K+].[K+].[I-].[K+]>CN(C=O)C>[ClH:27].[OH:5][C:6]1[CH:7]=[C:8]([CH:23]=[CH:24][C:25]=1[CH3:26])[NH:9][C:10]1[C:19]2[C:14](=[CH:15][C:16]([O:22][CH2:28][CH2:29][CH2:30][C:31]3[CH:36]=[CH:35][N:34]=[CH:33][CH:32]=3)=[C:17]([O:20][CH3:21])[CH:18]=2)[N:13]=[CH:12][N:11]=1 |f:0.1,3.4.5,6.7,9.10|. Procedure details: A solution of 4-(3-acetoxy-4-methylanilino)-7-hydroxy-6-methoxyquinazoline hydrochloride (400 mg, 1.06 mmol), (prepared as described for the starting material in Example 1), 4-(3-chloropropyl)pyridyl hydrochloride 410 mg, 2.1 mmol), potassium carbonate (438 mg) and potassium iodide (40 mg) in DMF (15 ml) was heated at 60° C. for 15 hours. After cooling to ambient temperature the reaction mixture was partitioned between ethyl acetate and water. The organic layer was washed with brine, dried (MgSO... The reactants are solution, CC(C)C[AlH]CC(C)C (DIBALH), C1(=CC=CC=C1)C (toluene), C(=O)=O (dry ice), COC(=O)C=1C(=NC(=NC1)C=1C=NC(=CC1)C(F)(F)F)CCOC (4-(2-methoxy-ethyl)-2-(6-trifluoromethyl-pyridin-3-yl)-pyrimidine-5-carboxylic acid methyl ester), C(C)OC(=O)C=1C(=NC(=NC1)C=1C=NC(=CC1)C(F)(F)F)CCOC (4-(2-methoxy-ethyl)-2-(6-trifluoromethyl-pyridin-3-yl)-pyrimidine-5-carboxylic acid ethyl ester). The solvent is C1CCOC1 (THF). Run at temperature 0 celsius, time 1 hour. Yields the product COCCC1=NC(=NC=C1CO)C=1C=NC(=CC1)C(F)(F)F ([4-(2-methoxy-ethyl)-2-(6-trifluoromethyl-pyridin-3-yl) -pyrimidin-5-yl]-methanol). As a reaction SMILES: CC(C[AlH]CC(C)C)C.C1(C)C=CC=CC=1.C(=O)=O.C[O:21][C:22]([C:24]1[C:25]([CH2:40][CH2:41][O:42][CH3:43])=[N:26][C:27]([C:30]2[CH:31]=[N:32][C:33]([C:36]([F:39])([F:38])[F:37])=[CH:34][CH:35]=2)=[N:28][CH:29]=1)=O.C(OC(C1C(CCOC)=NC(C2C=NC(C(F)(F)F)=CC=2)=NC=1)=O)C>C1COCC1>[CH3:43][O:42][CH2:41][CH2:40][C:25]1[C:24]([CH2:22][OH:21])=[CH:29][N:28]=[C:27]([C:30]2[CH:31]=[N:32][C:33]([C:36]([F:39])([F:37])[F:38])=[CH:34][CH:35]=2)[N:26]=1. Procedure: A 1.2 M solution of DIBALH in toluene (50 ml, 60 mmol) was dropped within 20 min to a dry ice cooled (−30° C.) solution of 4-(2-methoxy-ethyl)-2-(6-trifluoromethyl-pyridin-3-yl)-pyrimidine-5-carboxylic acid methyl ester and 4-(2-methoxy-ethyl)-2-(6-trifluoromethyl-pyridin-3-yl)-pyrimidine-5-carboxylic acid ethyl ester (6.83 g, 20 mmol) in THF (100 ml). The reaction mixture was warmed to 0° C., stirred for 1 h at this temperature, the cooling bath was removed and stirring was continued for 1 h at... Reactants: S1(N2C(C(N1)=O)CCC2)(=O)=O (tetrahydropyrrolo[1,2-b]1,2,5-thiadiazol-3(2H)-one 1,1-dioxide), C1(=CC=CC=C1)SCCl (phenylthiomethyl chloride). The reagents and catalysts are [Br-].C(CCC)[N+](CCCC)(CCCC)CCCC (tetrabutylammonium bromide). Solvent: C1(=CC=CC=C1)C (toluene). The product is C1(=CC=CC=C1)SCN1C(C2N(S1(=O)=O)CCC2)=O (2-phenylthiomethyl-tetrahydropyrrolo[1,2-b]1,2,5-thiadiazol-3 (2H)-one 1,1-dioxide). Yield: 65.8%. RXN SMILES: [S:1]1(=[O:11])(=[O:10])[NH:5][C:4](=[O:6])[CH:3]2[CH2:7][CH2:8][CH2:9][N:2]12.[C:12]1([S:18][CH2:19]Cl)[CH:17]=[CH:16][CH:15]=[CH:14][CH:13]=1>C1(C)C=CC=CC=1.[Br-].C([N+](CCCC)(CCCC)CCCC)CCC>[C:12]1([S:18][CH2:19][N:5]2[S:1](=[O:11])(=[O:10])[N:2]3[CH2:9][CH2:8][CH2:7][CH:3]3[C:4]2=[O:6])[CH:17]=[CH:16][CH:15]=[CH:14][CH:13]=1 |f:3.4|. Procedure: To a mixture of tetrahydropyrrolo[1,2-b]1,2,5-thiadiazol-3(2H)-one 1,1-dioxide (5.0 g, 28.4 mmol) suspended in 150 ml of toluene was added phenylthiomethyl chloride (6.76 g, 42.6 mmol) and tetrabutylammonium bromide (0.91 g). The resulting mixture was refluxed for 6 hours, cooled, filtered, and the filtrate was concentrated in vacuo. The residue was purified by flash column chromatography (25%-30% ethyl acetate in hexane) to afford 5.58 g (66%) of 2-phenylthiomethyl-tetrahydropyrrolo[1,2-b]1,2,5... Reactants: C(C)(=O)O[C@H]1[C@@H](O[C@@H]([C@H]([C@@H]1OC(C)=O)OC(C)=O)O\C(=C/C1=C(C=CC=C1)F)\C(=O)OCC)COC(C)=O ((2S,3S,4R,5S,6R)-2-(Acetoxymethyl)-6-(((Z)-3-ethoxy-1-(2-fluorophenyl)-3-oxoprop-1-en-2-yl)oxy)tetrahydro-2H-pyran-3,4,5-triyl triacetate), [Br-].C(C)(=O)O[C@H]1[C@@H](O)O[C@@H]([C@@H]([C@@H]1OC(C)=O)OC(C)=O)COC(C)=O (2,3,4,6-tetra-O-acetyl-α-D-galactose bromide), O=C(C(=O)OC)CC=1SC=CC1 (methyl 2-oxo-3-(thiophen-2-yl)propanoate), [H-].[Na+] (sodium hydride). Product: C(C)(=O)O[C@@H]1[C@@H](O[C@@H]([C@H]([C@@H]1OC(C)=O)OC(C)=O)O\C(=C/C=1SC=CC1)\C(=O)OC)COC(C)=O ((2S,3R,4R,5S,6R)-2-(Acetoxymethyl)-6-(((Z)-3-methoxy-3-oxo-1-(thiophen-2-yl)prop-1-en-2-yl)oxy)tetrahydro-2H-pyran-3,4,5-triyl triacetate). Isolated yield 23.0%. As a reaction SMILES: [C:1]([O:4][C@@H:5]1[C@@H:10]([O:11][C:12](=[O:14])[CH3:13])[C@H:9]([O:15][C:16](=[O:18])[CH3:17])[C@@H:8]([O:19]/[C:20](/[C:29]([O:31][CH2:32]C)=[O:30])=[CH:21]\[C:22]2C=C[CH:25]=[CH:24][C:23]=2F)[O:7][C@H:6]1[CH2:34][O:35][C:36](=[O:38])[CH3:37])(=[O:3])[CH3:2].O=C(CC1[S:47]C=CC=1)C(OC)=O.[H-].[Na+].[Br-].C(O[C@@H]1[C@@H](OC(=O)C)[C@@H](OC(=O)C)[C@@H](COC(=O)C)O[C@@H]1O)(=O)C>>[C:1]([O:4][C@H:5]1[C@@H:10]([O:11][C:12](=[O:14])[CH3:13])[C@H:9]([O:15][C:16](=[O:18])[CH3:17])[C@@H:8]([O:19]/[C:20](/[C:29]([O:31][CH3:32])=[O:30])=[CH:21]\[C:22]2[S:47][CH:25]=[CH:24][CH:23]=2)[O:7][C@H:6]1[CH2:34][O:35][C:36](=[O:38])[CH3:37])(=[O:3])[CH3:2] |f:2.3,4.5|. Procedure details: The title compound was prepared as described for C4 using methyl 2-oxo-3-(thiophen-2-yl)propanoate B13 (Otava, 100 mg, 0.543 mmol), sodium hydride (13.03 mg, 0.373 mmol) and 2,3,4,6-tetra-O-acetyl-α-D-galactose bromide (223 mg, 0.543 mmol). The compound was isolated in the form of white solid in 23% yield.